This data is from the Open Reaction Database (ORD), a public repository of structured organic reaction records. The task is: describe an organic reaction: reactants, conditions, products, and yield Reactants: CN=C=O, COC(=O)CN(N)c1cccc(OC)c1, CC#N. Product: CNC(=O)NN(CC(=O)OC)c1cccc(OC)c1. Reaction SMILES: [CH3:16][N:17]=[C:18]=[O:19].[CH3:1][O:2][c:3]1[cH:4][c:5]([N:9]([NH2:10])[CH2:11][C:12](=[O:13])[O:14][CH3:15])[cH:6][cH:7][cH:8]1.[CH3:20][C:21]#[N:22]>>[CH3:1][O:2][c:3]1[cH:4][c:5]([N:9]([NH:10][C:18]([NH:17][CH3:16])=[O:19])[CH2:11][C:12](=[O:13])[O:14][CH3:15])[cH:6][cH:7][cH:8]1. The reactants are C1(=CC=CC2=CC=CC=C12)C=O (1-naphthaldehyde), C(C)OC(CC(N)=N)=O (amidinoacetic acid ethyl ester). The solvent is C(C)O (ethanol), C(C)O (ethanol). Yields the product C(C)OC(=O)C1=C(NC(=C(C1C1=CC=CC2=CC=CC=C12)C(=O)OCC)N)N (2,6-diamino-4-(naphth-1-yl)-1,4-dihydropyridine-3,5-dicarboxylic acid diethyl ester). The yield is 52.0%. Reaction SMILES: [C:1]1([CH:11]=O)[C:10]2[C:5](=[CH:6][CH:7]=[CH:8][CH:9]=2)[CH:4]=[CH:3][CH:2]=1.[CH2:13]([O:15][C:16](=[O:21])[CH2:17][C:18](=[NH:20])[NH2:19])[CH3:14]>C(O)C>[CH2:13]([O:15][C:16]([C:17]1[CH:11]([C:1]2[C:10]3[C:5](=[CH:6][CH:7]=[CH:8][CH:9]=3)[CH:4]=[CH:3][CH:2]=2)[C:17]([C:16]([O:15][CH2:13][CH3:14])=[O:21])=[C:18]([NH2:19])[NH:20][C:18]=1[NH2:19])=[O:21])[CH3:14]. Reported procedure: Upon boiling a solution of 7.8 g 1-naphthaldehyde and 13.0 g amidinoacetic acid ethyl ester in 150 ml ethanol for two hours, 2,6-diamino-4-(naphth-1-yl)-1,4-dihydropyridine-3,5-dicarboxylic acid diethyl ester of m.p. 162° - 163° C (ethanol) is obtained.